From a dataset of the Open Reaction Database (ORD), a public repository of structured organic reaction records. describe an organic reaction: reactants, conditions, products, and yield Reactants: [N+](=O)([O-])C1=NC=CC=C1C=C (2-nitro-3-vinylpyridine), [H][H] (hydrogen). Reagents/catalysts: [C].[Pd] (palladiumcarbon). Run in C(C)O (ethanol). The product is C(C)C=1C(=NC=CC1)N (3-ethylpyridin-2-amine). The yield is 83.9%. RXN SMILES: [N+:1]([C:4]1[C:9]([CH:10]=[CH2:11])=[CH:8][CH:7]=[CH:6][N:5]=1)([O-])=O.[H][H]>C(O)C.[C].[Pd]>[CH2:10]([C:9]1[C:4]([NH2:1])=[N:5][CH:6]=[CH:7][CH:8]=1)[CH3:11] |f:3.4|. Procedure details: 130 mg of the 2-nitro-vinylpyridine [120-1] was dissolved in 5 mL of ethanol, 65 mg of 10% palladiumcarbon catalyst was added thereto, and stirred overnight at room temperature in a hydrogen atmosphere. The insolubles were filtered through celite, the filtrate was concentrated under reduced pressure, and 88.7 mg of 3-ethylpyridin-2-amine [120-2] was obtained as a yellow oily product. Starting materials: CON=CC1C2CN(CC(C1C=NOC)C2)CC2=CC=CC=C2 (3-(phenylmethyl)-3-azabicyclo[3.2.1]octane-6,7-dicarbaldehye bis (O-methyloxime)), FC(C(=O)O)(F)F (trifluoroacetic acid), C([O-])([O-])=O.[Na+].[Na+] (sodium carbonate), C(C)(=O)OCC (Ethyl acetate). The solvent is ClC(C)Cl (dichloroethane). Conditions: time 20 minute. Product: C1(=CC=CC=C1)CN1CC2C3=CC=NC=C3C(C1)C2 (10-(phenylmethyl)-4,10-diazatricyclo[6.3.1.02,7]dodeca-2,4,6-triene). RXN SMILES: CO[N:3]=[CH:4][CH:5]1[CH:11]([CH:12]=NOC)[CH:10]2[CH2:16][CH:6]1[CH2:7][N:8]([CH2:17][C:18]1[CH:23]=[CH:22][CH:21]=[CH:20][CH:19]=1)[CH2:9]2.F[C:25](F)(F)C(O)=O.C(OCC)(=O)C.C(=O)([O-])[O-].[Na+].[Na+]>ClC(Cl)C>[C:18]1([CH2:17][N:8]2[CH2:7][CH:6]3[CH2:16][CH:10]([C:11]4[C:5]3=[CH:4][N:3]=[CH:25][CH:12]=4)[CH2:9]2)[CH:19]=[CH:20][CH:21]=[CH:22][CH:23]=1 |f:3.4.5|. Reported procedure: To a solution of 3-(phenylmethyl)-3-azabicyclo[3.2.1]octane-6,7-dicarbaldehye bis (O-methyloxime) (Preparation 33, 5.0 g, 15.2 mmol) in dichloroethane (150 ml) was added trifluoroacetic acid (17 ml) and the reaction mixture was stirred under nitrogen at room temperature for 20 min. The reaction mixture was heated under reflux for 2 h and then concentrated to give a brown oil. Ethyl acetate (100 ml) was added and the solution was treated with saturated sodium carbonate solution (70 ml) the layers...